From a dataset of the Open Reaction Database (ORD), a public repository of structured organic reaction records. describe an organic reaction: reactants, conditions, products, and yield The reactants are COC(=O)N=C(NC(=O)OC)SC, COc1cccc(C(CN)CN)c1, CO. The product is COC(=O)NC1=NCC(c2cccc(OC)c2)CN1. RXN SMILES: [CH3:14][O:15][C:16](=[O:17])[NH:18][C:19](=[N:20][C:21]([O:22][CH3:23])=[O:24])[S:25][CH3:26].[CH3:1][O:2][c:3]1[cH:4][c:5]([CH:9]([CH2:10][NH2:11])[CH2:12][NH2:13])[cH:6][cH:7][cH:8]1.[CH3:27][OH:28]>>[CH3:1][O:2][c:3]1[cH:4][c:5]([CH:9]2[CH2:10][NH:11][C:19]([NH:18][C:16]([O:15][CH3:14])=[O:17])=[N:13][CH2:12]2)[cH:6][cH:7][cH:8]1. Reactants: O=C([O-])[O-], CC(=O)CC(C)=O, CC(=O)[O-], CCO, [K+], O=N[O-], [Na+], [Na+], [Na+], Nc1ccc(S(=O)(=O)N2CCOCC2)cc1, O=[N+]([O-])O, O=P(O)(O)O. Product: CC(=O)C(=NNc1ccc(S(=O)(=O)N2CCOCC2)cc1)C(C)=O. As a reaction SMILES: [C:42](=[O:43])([O-:44])[O-:45].[CH3:30][C:31]([CH2:32][C:33]([CH3:34])=[O:35])=[O:36].[CH3:38][C:39](=[O:40])[O-:41].[CH3:48][CH2:49][OH:50].[K+:37].[N:26]([O-:27])=[O:28].[Na+:29].[Na+:46].[Na+:47].[O:1]1[CH2:2][CH2:3][N:4]([S:7](=[O:8])(=[O:9])[c:10]2[cH:11][cH:12][c:13]([NH2:14])[cH:15][cH:16]2)[CH2:5][CH2:6]1.[OH:22][N+:23](=[O:24])[O-:25].[P:17](=[O:18])([OH:19])([OH:20])[OH:21]>>[O:1]1[CH2:2][CH2:3][N:4]([S:7](=[O:8])(=[O:9])[c:10]2[cH:11][cH:12][c:13]([NH:14][N:26]=[C:32]([C:31]([CH3:30])=[O:36])[C:33]([CH3:34])=[O:35])[cH:15][cH:16]2)[CH2:5][CH2:6]1. Starting materials: C=CCOc1ccc(OC)cc1CO, C1CCOC1, C1CCC2=NCCCN2CC1, [N-]=[N+]=NP(=O)(c1ccccc1)c1ccccc1. Yields the product C=CCOc1ccc(OC)cc1CN=[N+]=[N-]. As a reaction SMILES: [CH2:1]([CH:2]=[CH2:3])[O:4][c:5]1[c:6]([CH2:7][OH:8])[cH:9][c:10]([O:13][CH3:14])[cH:11][cH:12]1.[CH2:43]1[O:44][CH2:45][CH2:46][CH2:47]1.[N:32]12[CH2:33][CH2:34][CH2:35][N:36]=[C:37]1[CH2:38][CH2:39][CH2:40][CH2:41][CH2:42]2.[c:15]1([P:16]([c:17]2[cH:18][cH:19][cH:20][cH:21][cH:22]2)(=[O:23])[N:29]=[N+:30]=[N-:31])[cH:24][cH:25][cH:26][cH:27][cH:28]1>>[CH2:1]([CH:2]=[CH2:3])[O:4][c:5]1[c:6]([CH2:7][N:29]=[N+:30]=[N-:31])[cH:9][c:10]([O:13][CH3:14])[cH:11][cH:12]1. Reactants: Brc1ncc(Br)n2ccnc12, CC(C)(C)[SiH2]OC(C)(C)c1cc(N)ccc1N1CCOCC1, CC(C)O. The product is CC(C)(C)[SiH2]OC(C)(C)c1cc(Nc2ncc(Br)n3ccnc23)ccc1N1CCOCC1. RXN SMILES: [Br:1][c:2]1[cH:3][n:4][c:5]([Br:11])[c:6]2[n:7]1[cH:8][cH:9][n:10]2.[C:12]([CH3:13])([CH3:14])([CH3:15])[SiH2:16][O:17][C:18]([c:19]1[cH:20][c:21]([NH2:31])[cH:22][cH:23][c:24]1[N:25]1[CH2:26][CH2:27][O:28][CH2:29][CH2:30]1)([CH3:32])[CH3:33].[CH:34]([OH:35])([CH3:36])[CH3:37]>>[Br:1][c:2]1[cH:3][n:4][c:5]([NH:31][c:21]2[cH:20][c:19]([C:18]([O:17][SiH2:16][C:12]([CH3:13])([CH3:14])[CH3:15])([CH3:32])[CH3:33])[c:24]([N:25]3[CH2:26][CH2:27][O:28][CH2:29][CH2:30]3)[cH:23][cH:22]2)[c:6]2[n:7]1[cH:8][cH:9][n:10]2. Starting materials: ClC1=C(C=CC=C1Cl)N1CCN(CC1)CCCN1C(C2=CC=CC=C2C1=O)=O (2-(3-(4-(2,3-dichlorophenyl)piperazin-1-yl)propyl)isoindoline-1,3-dione), ClC1=C(C=CC=C1Cl)N1CCN(CC1)CCCN1C(C2=CC=CC=C2C1=O)=O (2-(3-(4-(2,3-dichlorophenyl)piperazin-1-yl)propyl)isoindoline-1,3-dione), O.NN (hydrazine monohydrate). Run in CCO (EtOH). Conditions: time 6 hour. The product is Cl.Cl.ClC1=C(C=CC=C1Cl)N1CCN(CC1)CCCN (3-(4-(2,3-dichlorophenyl)piperazin-1-yl)propan-1-amine dihydrochloride). Isolated yield 218.8%. Reaction SMILES: [Cl:1][C:2]1[C:7]([Cl:8])=[CH:6][CH:5]=[CH:4][C:3]=1[N:9]1[CH2:14][CH2:13][N:12]([CH2:15][CH2:16][CH2:17][N:18]2C(=O)C3C(=CC=CC=3)C2=O)[CH2:11][CH2:10]1.O.NN>CCO>[ClH:1].[ClH:1].[Cl:1][C:2]1[C:7]([Cl:8])=[CH:6][CH:5]=[CH:4][C:3]=1[N:9]1[CH2:10][CH2:11][N:12]([CH2:15][CH2:16][CH2:17][NH2:18])[CH2:13][CH2:14]1 |f:1.2,4.5.6|. Procedure: To a suspension of 2-(3-(4-(2,3-dichlorophenyl)piperazin-1-yl)propyl)isoindoline-1,3-dione (compound 36, 11.1 g, 26.5 mmol) in EtOH was added hydrazine monohydrate. The reaction mixture was stirred at room temperature for 6 hrs, then the white solid filtered off. The filtrate was concentrated under reduced pressure. The residue was diluted with CH2Cl2, and washed with water. The organic layer was dried over anhydrous MgSO4, filtered, and concentrated in vacuo. To the crude product in diethyl eth...